Dataset: the Open Reaction Database (ORD), a public repository of structured organic reaction records. Task: describe an organic reaction: reactants, conditions, products, and yield Reactants: CC(C)(C)OC(=O)N1CCNCC1, CCO, CCN(C(C)C)C(C)C, O=c1[nH]c2ccccc2n1CCCCl, O. Yields the product CC(C)(C)OC(=O)N1CCN(CCCn2c(=O)[nH]c3ccccc32)CC1. As a reaction SMILES: [C:1]([CH3:2])([CH3:3])([CH3:4])[O:5][C:6](=[O:7])[N:8]1[CH2:9][CH2:10][NH:11][CH2:12][CH2:13]1.[CH3:38][CH2:39][OH:40].[CH:28]([N:29]([CH:30]([CH3:31])[CH3:32])[CH2:33][CH3:34])([CH3:35])[CH3:36].[Cl:14][CH2:15][CH2:16][CH2:17][n:18]1[c:19](=[O:27])[nH:20][c:21]2[c:22]1[cH:23][cH:24][cH:25][cH:26]2.[OH2:37]>>[C:1]([CH3:2])([CH3:3])([CH3:4])[O:5][C:6](=[O:7])[N:8]1[CH2:9][CH2:10][N:11]([CH2:15][CH2:16][CH2:17][n:18]2[c:19](=[O:27])[nH:20][c:21]3[c:22]2[cH:23][cH:24][cH:25][cH:26]3)[CH2:12][CH2:13]1. Starting materials: C(C=C)OC1=CC=C2C(=CC(OC2=C1)=O)C (7-allyloxy-4-methylcoumarin), [SiH](C)(C)Cl (Me2SiHCl). The reagents and catalysts are [H+].[H+].Cl[Pt-2](Cl)(Cl)(Cl)(Cl)Cl (chloroplatinic acid). The solvent is C1(=CC=CC=C1)C (toluene). The product is Cl[Si](C(COC1=CC=C2C(=CC(OC2=C1)=O)C)C)(C)C (7{2-(chlorodimethylsilyl)propoxy}-4-methylcoumarin). As a reaction SMILES: [CH2:1]([O:4][C:5]1[CH:14]=[C:13]2[C:8]([C:9]([CH3:16])=[CH:10][C:11](=[O:15])[O:12]2)=[CH:7][CH:6]=1)[CH:2]=[CH2:3].[SiH:17]([Cl:20])([CH3:19])[CH3:18]>C1(C)C=CC=CC=1.[H+].[H+].Cl[Pt-2](Cl)(Cl)(Cl)(Cl)Cl>[Cl:20][Si:17]([CH3:19])([CH3:18])[CH:2]([CH3:3])[CH2:1][O:4][C:5]1[CH:14]=[C:13]2[C:8]([C:9]([CH3:16])=[CH:10][C:11](=[O:15])[O:12]2)=[CH:7][CH:6]=1 |f:3.4.5|. Reported procedure: To a solution of 2.16 g of 7-allyloxy-4-methylcoumarin and 5×10-6 mols chloroplatinic acid hydrosilylation catalyst in 20 ml toluene was slowly added 2.0 g of Me2SiHCl and the mixture was heated at 40°-42° for 6 hrs. Toluene and unreacted silane were then removed at reduced pressure to yield 7{2-(chlorodimethylsilyl)propoxy}-4-methylcoumarin. The 1H-NMR spectrum (ppm) contained signals at 0.2(s) for SiCH3, (6H); 2.4(s) for CH3,(3H); 4.0(t) for CH2O, (2H) and no signal for the allyl moiety. Starting materials: C(C)(=O)C1=C(OC2=C1C(=CC(=C2N2C(N(C(=CC2=O)C(F)(F)F)C)=O)F)Cl)C (3-(3-acetyl-4-chloro-6-fluoro-2-methylbenzofuran-7-yl)-1-methyl-6-trifluoromethyluracil), P12(=S)SP3(=S)SP(=S)(S1)SP(=S)(S2)S3 (phosphorus pentasulfide). Solvent: C1(=CC=CC=C1)C (toluene), C1(=CC=CC=C1)C (toluene). Run at time 2 hour. Product: ClC1=CC(=C(C2=C1C(=C(O2)C)C(C)=S)N2C(N(C(=CC2=O)C(F)(F)F)C)=O)F (3-(4-chloro-6-fluoro-2-methyl-3-thioacetylbenzofuran-7-yl)-1-methyl-6-trifluoromethyluracil). The yield is 9.0%. Reaction SMILES: [C:1]([C:4]1[C:8]2[C:9]([Cl:27])=[CH:10][C:11]([F:26])=[C:12]([N:13]3[C:18](=[O:19])[CH:17]=[C:16]([C:20]([F:23])([F:22])[F:21])[N:15]([CH3:24])[C:14]3=[O:25])[C:7]=2[O:6][C:5]=1[CH3:28])(=O)[CH3:2].P12(SP3(SP(SP(S3)(S1)=S)(=S)S2)=S)=[S:30]>C1(C)C=CC=CC=1>[Cl:27][C:9]1[C:8]2[C:4]([C:1](=[S:30])[CH3:2])=[C:5]([CH3:28])[O:6][C:7]=2[C:12]([N:13]2[C:18](=[O:19])[CH:17]=[C:16]([C:20]([F:23])([F:22])[F:21])[N:15]([CH3:24])[C:14]2=[O:25])=[C:11]([F:26])[CH:10]=1. Procedure details: 100 ml of toluene was added to 0.50 g (1.2 mmol) of 3-(3-acetyl-4-chloro-6-fluoro-2-methylbenzofuran-7-yl)-1-methyl-6-trifluoromethyluracil and 1.5 g (6.7 mmol) of phosphorus pentasulfide, followed by stirring for 2 hours under heating and refluxing. After completion of the reaction, 100 ml of toluene was further added to the reaction solution. The organic layer was washed sequentially with water and a saturated sodium chloride aqueous solution and then dried over anhydrous magnesium sulfate. Th... Yields the product CCC(C(=O)OC)C1CCc2cc(O)ccc21. Starting materials: [Al+3], CCS, CCC(C(=O)OC)C1CCc2cc(OC)ccc21, [Cl-], [Cl-], [Cl-], ClCCl, O. RXN SMILES: [Al+3:20].[CH2:23]([SH:24])[CH3:25].[CH3:1][O:2][C:3]([CH:4]([CH2:5][CH3:6])[CH:7]1[CH2:8][CH2:9][c:10]2[cH:11][c:12]([O:16][CH3:17])[cH:13][cH:14][c:15]21)=[O:18].[Cl-:19].[Cl-:21].[Cl-:22].[Cl:27][CH2:28][Cl:29].[OH2:26]>>[CH3:1][O:2][C:3]([CH:4]([CH2:5][CH3:6])[CH:7]1[CH2:8][CH2:9][c:10]2[cH:11][c:12]([OH:16])[cH:13][cH:14][c:15]21)=[O:18]. The reactants are BrC=1C=CC(=NC1)C#N (5-bromo-pyridine-2-carbonitrile), [F-].[K+] (KF). Product: FC=1C=CC(=NC1)C#N (5-Fluoro-pyridine-2-carbonitrile). The solvent is CN1C(CCC1)=O (1-methyl-2-pyrrolidinone), O (H2O). Conditions: temperature 175 celsius, time 18 hour. As a reaction SMILES: Br[C:2]1[CH:3]=[CH:4][C:5]([C:8]#[N:9])=[N:6][CH:7]=1.[F-:10].[K+]>CN1CCCC1=O.O>[F:10][C:2]1[CH:3]=[CH:4][C:5]([C:8]#[N:9])=[N:6][CH:7]=1 |f:1.2|. Procedure details: The mixture of 5-bromo-pyridine-2-carbonitrile (0.50 g, 2.73 mmol), and KF (0.48 g, 8.20 mmol) in 10 ml of 1-methyl-2-pyrrolidinone was stirred at 175° C. for 18 h, cooled to RT, diluted with H2O, extracted with EtOAc, the combined organic portions were washed with H2O, brine, dried with Na2SO4, filtered, condensed, the crude compound was purified by flash column chromatography (5 to 20% of EtOAc in hexanes). The titled compound was obtained as an off-white solid. Starting materials: C(C)(C)(C)N1N=CC(=C(C1=O)Cl)S (2-t-butyl-4-chloro-5-mercapto-3(2H)-pyridazinone), C(C)OCC(OC1=CC=C(CBr)C=C1)C (4-(2-ethoxy-1-methylethoxy)-benzyl bromide), C([O-])([O-])=O.[Na+].[Na+] (sodium carbonate). Yields the product C(C)(C)(C)N1N=CC(=C(C1=O)Cl)SCC1=CC=C(C=C1)OC(COCC)C (2-t-butyl-4-chloro-5-{4-(2-ethoxy-1-methylethoxy)-benzylthio}-3(2H)-pyridazinone). Reaction SMILES: [C:1]([N:5]1[C:10](=[O:11])[C:9]([Cl:12])=[C:8]([SH:13])[CH:7]=[N:6]1)([CH3:4])([CH3:3])[CH3:2].[CH2:14]([O:16][CH2:17][CH:18]([CH3:28])[O:19][C:20]1[CH:27]=[CH:26][C:23]([CH2:24]Br)=[CH:22][CH:21]=1)[CH3:15].C(=O)([O-])[O-].[Na+].[Na+]>CN(C)C=O>[C:1]([N:5]1[C:10](=[O:11])[C:9]([Cl:12])=[C:8]([S:13][CH2:24][C:23]2[CH:22]=[CH:21][C:20]([O:19][CH:18]([CH3:28])[CH2:17][O:16][CH2:14][CH3:15])=[CH:27][CH:26]=2)[CH:7]=[N:6]1)([CH3:4])([CH3:2])[CH3:3] |f:2.3.4|. The yield is 76.0%. Reaction conditions: time 8 hour. Reported procedure: In 15 ml of N,N-dimethylformamide were dissolved 1.4 g of 2-t-butyl-4-chloro-5-mercapto-3(2H)-pyridazinone and 2.0 g of 4-(2-ethoxy-1-methylethoxy)-benzyl bromide, and thereto was added 1.0 g of anhydrous sodium carbonate. The reaction mixture was stirred overnight at room temperature. Then, similarly to the procedures in Preparation Example 12, there was obtained 2.0 g of the aimed compound, m.p. 89.2°~90.2° C. Solvent: CN(C=O)C (N,N-dimethylformamide). Starting materials: C=C(C)c1cccc(C(C)(C)N=C=O)c1, CCCCCCCCCCCC(=O)[O-], CCCCCCCCCCCC(=O)[O-], CCCC[Sn+2]CCCC, [N-]=C=O, O, CC(=O)CC(C)(C)O. Yields the product C=C(C)c1cccc(C(C)(C)N)c1. RXN SMILES: [C:1](=[CH2:2])([CH3:3])[c:4]1[cH:5][c:6]([C:7]([CH3:8])([CH3:9])[N:10]=[C:11]=[O:12])[cH:13][cH:14][cH:15]1.[C:27]([O-:28])(=[O:29])[CH2:30][CH2:31][CH2:32][CH2:33][CH2:34][CH2:35][CH2:36][CH2:37][CH2:38][CH2:39][CH3:40].[C:41]([O-:42])(=[O:43])[CH2:44][CH2:45][CH2:46][CH2:47][CH2:48][CH2:49][CH2:50][CH2:51][CH2:52][CH2:53][CH3:54].[CH2:55]([Sn+2:56][CH2:57][CH2:58][CH2:59][CH3:60])[CH2:61][CH2:62][CH3:63].[N-:16]=[C:17]=[O:18].[OH2:64].[OH:19][C:20]([CH3:21])([CH3:22])[CH2:23][C:24](=[O:25])[CH3:26]>>[C:1](=[CH2:2])([CH3:3])[c:4]1[cH:5][c:6]([C:7]([CH3:8])([CH3:9])[NH2:10])[cH:13][cH:14][cH:15]1.